Task: describe an organic reaction: reactants, conditions, products, and yield. Dataset: the Open Reaction Database (ORD), a public repository of structured organic reaction records Starting materials: C([C@H](O)[C@@H](O)[C@H](O)CO)O (xylitol), C([C@H](O)[C@@H](O)[C@H](O)CO)O (xylitol), C([C@H](O)[C@@H](O)[C@H](O)CO)O (xylitol), OCC(=O)[C@@H](O)[C@H](O)CO (xylulose). Product: C([C@H](O)[C@@H](O)[C@H](O)CO)O (xylitol), O=C[C@H](O)[C@@H](O)[C@H](O)CO (xylose). Reaction SMILES: [CH2:1]([OH:10])[C@@H:2]([C@H:4]([C@@H:6]([CH2:8][OH:9])[OH:7])[OH:5])[OH:3].[OH:11][CH2:12][C:13]([C@H:15]([C@@H:17]([CH2:19][OH:20])[OH:18])[OH:16])=[O:14]>>[CH2:1]([OH:10])[C@@H:2]([C@H:4]([C@@H:6]([CH2:8][OH:9])[OH:7])[OH:5])[OH:3].[O:11]=[CH:12][C@@H:13]([C@H:15]([C@@H:17]([CH2:19][OH:20])[OH:18])[OH:16])[OH:14]. Procedure details: Paying attention to the fact that xylitol produced in Candida sp strains is reduced by its conversion to xylulose by xylitol dehydrogenase, the present inventors have developed xylitol dehydrogenase-inactivated Candida tropicalis mutant, in which xylitol produced from xylose can no longer be used for cell growth, and thus xylose can be bioconverted to xylitol with a theoretical yield of 100% (Ko, B. S. et. al., Appl. Environ. Microbiol. 72:4207-4213, 2006). Thus, the present inventors filed an a... The reactants are C(CC)C1=NC2=C(C(NCC2)C(=O)OCC)N1CC1=CC=C(C=C1)C1=C(C=CC=C1)C(=O)OC(C)(C)C (ethyl 2-n-propyl-3-[2'-(t-butoxycarbonyl)biphenyl-4-yl]methyl-4,5,6,7-tetrahydroimidazo[4,5-c]pyridine-4-carboxylate), C([O-])([O-])=O.[K+].[K+] (potassium carbonate), CN(C=O)C (dimethylformamide), C(C1=CC=CC=C1)Br (benzyl bromide). Run in C(C)(=O)OCC (ethyl acetate). Reaction conditions: time 1 hour. Product: C(CC)C1=NC2=C(C(N(CC2)CC2=CC=CC=C2)C(=O)OCC)N1CC1=CC=C(C=C1)C1=C(C=CC=C1)C(=O)OC(C)(C)C (ethyl 2-n-propyl-5-benzyl-3-[2'-(t-butoxycarbonyl)biphenyl-4-yl]methyl-4,5,6,7-tetrahydroimidazo[4,5-c]pyridine-4-carboxylate). Yield: 63.9%. As a reaction SMILES: [CH2:1]([C:4]1[N:17]([CH2:18][C:19]2[CH:24]=[CH:23][C:22]([C:25]3[CH:30]=[CH:29][CH:28]=[CH:27][C:26]=3[C:31]([O:33][C:34]([CH3:37])([CH3:36])[CH3:35])=[O:32])=[CH:21][CH:20]=2)[C:7]2[CH:8]([C:12]([O:14][CH2:15][CH3:16])=[O:13])[NH:9][CH2:10][CH2:11][C:6]=2[N:5]=1)[CH2:2][CH3:3].C(=O)([O-])[O-].[K+].[K+].CN(C)C=O.[CH2:49](Br)[C:50]1[CH:55]=[CH:54][CH:53]=[CH:52][CH:51]=1>C(OCC)(=O)C>[CH2:1]([C:4]1[N:17]([CH2:18][C:19]2[CH:20]=[CH:21][C:22]([C:25]3[CH:30]=[CH:29][CH:28]=[CH:27][C:26]=3[C:31]([O:33][C:34]([CH3:35])([CH3:37])[CH3:36])=[O:32])=[CH:23][CH:24]=2)[C:7]2[CH:8]([C:12]([O:14][CH2:15][CH3:16])=[O:13])[N:9]([CH2:49][C:50]3[CH:55]=[CH:54][CH:53]=[CH:52][CH:51]=3)[CH2:10][CH2:11][C:6]=2[N:5]=1)[CH2:2][CH3:3] |f:1.2.3|. Procedure details: To a mixture of ethyl 2-n-propyl-3-[2'-(t-butoxycarbonyl)biphenyl-4-yl]methyl-4,5,6,7-tetrahydroimidazo[4,5-c]pyridine-4-carboxylate (0.65 g), potassium carbonate (0.533 g) and dimethylformamide (6 ml) is added benzyl bromide (0.33 g). The mixture is stirred at room temperature for one hour, then diluted with ethyl acetate. The solution is washed with water, dried, and evaporated. The residue is purified by silica gel column chromatography (solvent; chloroform/methanol) to give ethyl 2-n-propyl-...